Dataset: the Open Reaction Database (ORD), a public repository of structured organic reaction records. Task: describe an organic reaction: reactants, conditions, products, and yield Starting materials: C(C)OC(CCNC=1SC(C(N1)=O)=CC1=CC=C(C=C1)N1CCC(CC1)NC[C@@H](COC1=CC=CC=2NC(NC21)=O)O)=O (3-[5-(4-{4-[(2S)-2-hydroxy-3-(2-oxo-2,3-dihydro-1H-benzoimidazol-4-yloxy)-propylamino]-piperidin-1-yl}-benzylidene)-4-oxo-4,5-dihydro-thiazol-2-ylamino]-propionic acid ethyl ester), [OH-].[Na+] (NaOH). Yields the product O[C@@H](CNC1CCN(CC1)C1=CC=C(C=C2C(N=C(S2)NCCC(=O)O)=O)C=C1)COC1=CC=CC=2NC(NC21)=O (3-[5-(4-{4-[(2S)-2-Hydroxy-3-(2-oxo-2,3-dihydro-1H-benzoimidazol-4-yloxy)-propylamino]-piperidin-1-yl}-benzylidene)-4-oxo-4,5-dihydro-thiazol-2-ylamino]-propionic acid). As a reaction SMILES: C([O:3][C:4](=[O:43])[CH2:5][CH2:6][NH:7][C:8]1[S:9][C:10](=[CH:14][C:15]2[CH:20]=[CH:19][C:18]([N:21]3[CH2:26][CH2:25][CH:24]([NH:27][CH2:28][C@H:29]([OH:42])[CH2:30][O:31][C:32]4[C:40]5[NH:39][C:38](=[O:41])[NH:37][C:36]=5[CH:35]=[CH:34][CH:33]=4)[CH2:23][CH2:22]3)=[CH:17][CH:16]=2)[C:11](=[O:13])[N:12]=1)C.[OH-].[Na+]>>[OH:42][C@H:29]([CH2:30][O:31][C:32]1[C:40]2[NH:39][C:38](=[O:41])[NH:37][C:36]=2[CH:35]=[CH:34][CH:33]=1)[CH2:28][NH:27][CH:24]1[CH2:23][CH2:22][N:21]([C:18]2[CH:19]=[CH:20][C:15]([CH:14]=[C:10]3[S:9][C:8]([NH:7][CH2:6][CH2:5][C:4]([OH:43])=[O:3])=[N:12][C:11]3=[O:13])=[CH:16][CH:17]=2)[CH2:26][CH2:25]1 |f:1.2|. Reported procedure: The title compound was prepared from 3-[5-(4-{4-[(2S)-2-hydroxy-3-(2-oxo-2,3-dihydro-1H-benzoimidazol-4-yloxy)-propylamino]-piperidin-1-yl}-benzylidene)-4-oxo-4,5-dihydro-thiazol-2-ylamino]-propionic acid ethyl ester(which was obtained in Example 8)by NaOH hydrolysis as a pale yellowish solid; MS (ES) m/z: 291.0 ((M+2H)2+, 100%); 581.0 (MH+, 30%); HRMS Calcd. for C28H33N6O6S (MH+): 581.2182. Found: 581.2195. Starting materials: O1C=C(C=C1)C1=C(N=CO1)C(=O)OC (methyl 5-(3-furyl)oxazole-4-carboxylate), [OH-].[K+] (potassium hydroxide). Run in CO (methanol). Run at time 8 hour. The product is O1C=C(C=C1)C1=C(N=CO1)C(=O)O (5-(3-furyl)oxazole-4-carboxylic acid). Yield: 93.5%. Reaction SMILES: [O:1]1[CH:5]=[CH:4][C:3]([C:6]2[O:10][CH:9]=[N:8][C:7]=2[C:11]([O:13]C)=[O:12])=[CH:2]1.[OH-].[K+]>CO>[O:1]1[CH:5]=[CH:4][C:3]([C:6]2[O:10][CH:9]=[N:8][C:7]=2[C:11]([OH:13])=[O:12])=[CH:2]1 |f:1.2|. Procedure details: 3 g of methyl 5-(3-furyl)oxazole-4-carboxylate and 2.6 g of 85% potassium hydroxide are dissolved in 100 ml of methanol, and the solution is stirred at room temperature overnight. Then, the reaction mixture is evaporated under reduced pressure to remove solvent, and the residue is acidified with dil. hydrochloric acid. The precipitated crystals are collected by filtration, washed with cold water and then dried. 2.6 g of 5-(3-furyl)oxazole-4-carboxylic acid are thereby obtained. Yield: 93.7% The reactants are ClP(C(C)(C)C)C(C)(C)C (chlorodi-tert-butylphosphine), CN(C1=CC=C(C=C1)C(=C(C)Br)C1=CC=C(C=C1)N(C)C)C (1,1-bis(4-dimethylaminophenyl)-2-bromopropene), [Mg] (magnesium), II (iodine). Reagents/catalysts: [Cu](Cl)Cl (copper chloride). Run in C(C)OCC (diethyl ether), CCCCCCC (heptane), C1CCOC1 (THF). Product: CN(C1=CC=C(C=C1)C(=C(C)P(C(C)(C)C)C(C)(C)C)C1=CC=C(C=C1)N(C)C)C (1,1-Bis(4-dimethylaminophenyl)-2-(di-t-butylphosphino)propene). Isolated yield 20.0%. RXN SMILES: [CH3:1][N:2]([CH3:22])[C:3]1[CH:8]=[CH:7][C:6]([C:9]([C:13]2[CH:18]=[CH:17][C:16]([N:19]([CH3:21])[CH3:20])=[CH:15][CH:14]=2)=[C:10](Br)[CH3:11])=[CH:5][CH:4]=1.[Mg].II.Cl[P:27]([C:32]([CH3:35])([CH3:34])[CH3:33])[C:28]([CH3:31])([CH3:30])[CH3:29]>[Cu](Cl)Cl.C(OCC)C.CCCCCCC.C1COCC1>[CH3:1][N:2]([CH3:22])[C:3]1[CH:8]=[CH:7][C:6]([C:9]([C:13]2[CH:18]=[CH:17][C:16]([N:19]([CH3:21])[CH3:20])=[CH:15][CH:14]=2)=[C:10]([P:27]([C:32]([CH3:35])([CH3:34])[CH3:33])[C:28]([CH3:31])([CH3:30])[CH3:29])[CH3:11])=[CH:5][CH:4]=1. Procedure: Into a reactor were introduced 1.44 g (4.00 mmol) of the 1,1-bis(4-dimethylaminophenyl)-2-bromopropene obtained in Example 4 (2), 0.107 g (4.4 mmol) of magnesium, and 11.5 mL of THF under a nitrogen atmosphere. A slight amount of iodine was added to the mixture to ascertain initiation of a reaction. Thereafter, the reaction mixture was refluxed for 2 hours and then cooled. Thereto were added 0.416 g (4.2 mmol) of copper chloride and 0.91 mL (4.4 mmol) of chlorodi-tert-butylphosphine. The reactio... The reactants are BrC=1C=C2N=CC(N(C2=CC1)CC(=O)OCC)=O (6-bromo-1-ethoxycarbonylmethylquinoxalin-2(1H)-one), OO (H2O2). Solvent: C(C)(=O)O (acetic acid). The product is BrC=1C=C2NC(C(N(C2=CC1)CC(=O)OCC)=O)=O (6-Bromo-1-ethoxycarbonylmethylquinoxaline-2,3(1H,4H)-dione). The yield is 77.0%. RXN SMILES: [Br:1][C:2]1[CH:3]=[C:4]2[C:9](=[CH:10][CH:11]=1)[N:8]([CH2:12][C:13]([O:15][CH2:16][CH3:17])=[O:14])[C:7](=[O:18])[CH:6]=[N:5]2.[OH:19]O>C(O)(=O)C>[Br:1][C:2]1[CH:3]=[C:4]2[C:9](=[CH:10][CH:11]=1)[N:8]([CH2:12][C:13]([O:15][CH2:16][CH3:17])=[O:14])[C:7](=[O:18])[C:6](=[O:19])[NH:5]2. Procedure details: The above ester (1.25 g; 4 mmol) was reacted with 30% H2O2 (6 ml) in glacial acetic acid (16 ml) at 55° C. for 2 h. The mixture was cooled, the precipitate filtered off and recrystallized from dilute acetic acid to afford 1.0 g (77%) of the title compound. M.p. 282°-83° C. 1H-NMR (DMSO-d6):δ1.22 (t, 3H), 4.17 (q, 2H), 4.92 (s, 1H), 7.33 (m, 3H), 12.24 (br.s, 1H). Reactants: C1(C=CC(C=C1)=O)=O (1,4-benzoquinone), resultant mixture, O (water), ceric ammonium nitrate, C=CC=C (1,3-butadiene), resultant mixture. Run in C1(=CC=CC=C1)C (toluene), C(C)(=O)O (acetic acid). The product is crude product, C1(C=CC(C=2CC=CCC12)=O)=O (5,8-dihydro-1,4-naphthoquinone). Isolated yield 91.0%. RXN SMILES: [C:1]1(=[O:8])[CH:6]=[CH:5][C:4](=[O:7])[CH:3]=[CH:2]1.[CH2:9]=[CH:10][CH:11]=[CH2:12].O>C1(C)C=CC=CC=1.C(O)(=O)C>[C:1]1(=[O:8])[C:6]2[CH2:12][CH:11]=[CH:10][CH2:9][C:5]=2[C:4](=[O:7])[CH:3]=[CH:2]1. Procedure details: In toluene (30 ml) and acetic acid (10 ml), were dissolved 10.0 g (0.092 mol) of 1,4-benzoquinone, to which 10.0 g (0.18 mol) of 1,3-butadiene were added at -10° C. under stirring. Thereafter, the resultant mixture was gradually heated and stirred further for 3 hours at 40° C. The liquid reaction mixture was washed with water, and an organic layer was dried and concentrated under reduced pressure. Concentrated hydrochloric acid (1 ml) and ethanol (50 ml) were added to the residue, and the mixtur... As a reaction SMILES: [CH3:11][C:12]1([CH3:19])[O:13][CH2:14][CH:15]([CH2:17][OH:18])[O:16]1.[CH3:1][S:2]([CH3:3])=[O:4].[Cl:21][CH2:22][Cl:23].[Cl:5][C:6]([C:7]([Cl:8])=[O:9])=[O:10].[OH2:20]>>[CH3:11][C:12]1([CH3:19])[O:13][CH2:14][CH:15]([CH:17]=[O:18])[O:16]1. Starting materials: CC1(C)OCC(CO)O1, CS(C)=O, ClCCl, O=C(Cl)C(=O)Cl, O. Yields the product CC1(C)OCC(C=O)O1. Reactants: C(C)(C)(C=1OC[C@@H](N1)C(C)(C)C)C=1OC[C@@H](N1)C(C)(C)C (2,2′-isopropylidenebis[(4S)-4-tert-butyl-2-oxazoline]), COC1=CC=C(C=C1)C(OC[C@@H]1[C@H]([C@H]([C@@H](O1)N1C(=O)NC(=O)C=C1)O)O)(C1=CC=CC=C1)C1=CC=C(C=C1)OC (5′-O-[bis(4-methoxyphenyl)phenylmethyl]uridine), C1(=CC=CC=C1)N=C=O (phenyl isocyanate), COC1=CC=C(C=C1)C(OC[C@@H]1[C@H]([C@H]([C@@H](O1)N1C(=O)NC(=O)C=C1)OC(NC1=CC=CC=C1)=O)O)(C1=CC=CC=C1)C1=CC=C(C=C1)OC (5′-O-[bis(4-methoxyphenyl)phenylmethyl]-2′-O-phenylcarbamoyl-uridine). Reagents/catalysts: C(F)(F)(F)S(=O)(=O)[O-].C(F)(F)(F)S(=O)(=O)[O-].[Cu+2] (Cu(OTf)2). Run in C1CCOC1 (THF), C1CCOC1 (THF), C1CCOC1 (THF). Conditions: time 2 hour. Product: COC1=CC=C(C=C1)C(OC[C@@H]1[C@H]([C@H]([C@@H](O1)N1C(=O)NC(=O)C=C1)O)OC(NC1=CC=CC=C1)=O)(C1=CC=CC=C1)C1=CC=C(C=C1)OC (5′-O-[bis(4-methoxyphenyl)phenylmethyl]-3′-O-phenylcarbamoyl-uridine). Reaction SMILES: C(C1OC[C@H](C(C)(C)C)N=1)(C1OC[C@H](C(C)(C)C)N=1)(C)C.[CH3:22][O:23][C:24]1[CH:29]=[CH:28][C:27]([C:30]([C:54]2[CH:59]=[CH:58][C:57]([O:60][CH3:61])=[CH:56][CH:55]=2)([C:48]2[CH:53]=[CH:52][CH:51]=[CH:50][CH:49]=2)[O:31][CH2:32][C@H:33]2[O:37][C@@H:36]([N:38]3[CH:45]=[CH:44][C:42](=[O:43])[NH:41][C:39]3=[O:40])[C@H:35]([OH:46])[C@@H:34]2[OH:47])=[CH:26][CH:25]=1.[C:62]1([N:68]=[C:69]=[O:70])[CH:67]=[CH:66][CH:65]=[CH:64][CH:63]=1.COC1C=CC(C(C2C=CC(OC)=CC=2)(C2C=CC=CC=2)OC[C@H]2O[C@@H](N3C=CC(=O)NC3=O)[C@H](OC(=O)NC3C=CC=CC=3)[C@@H]2O)=CC=1>C(S([O-])(=O)=O)(F)(F)F.C(S([O-])(=O)=O)(F)(F)F.[Cu+2].C1COCC1>[CH3:22][O:23][C:24]1[CH:25]=[CH:26][C:27]([C:30]([C:54]2[CH:55]=[CH:56][C:57]([O:60][CH3:61])=[CH:58][CH:59]=2)([C:48]2[CH:53]=[CH:52][CH:51]=[CH:50][CH:49]=2)[O:31][CH2:32][C@H:33]2[O:37][C@@H:36]([N:38]3[CH:45]=[CH:44][C:42](=[O:43])[NH:41][C:39]3=[O:40])[C@H:35]([OH:46])[C@@H:34]2[O:47][C:69](=[O:70])[NH:68][C:62]2[CH:67]=[CH:66][CH:65]=[CH:64][CH:63]=2)=[CH:28][CH:29]=1 |f:4.5.6|. Reported procedure: The THF solution (1 ml) containing 2,2′-isopropylidenebis[(4S)-4-tert-butyl-2-oxazoline] (0.03 mmol, 8.9 mg) and Cu(OTf)2 (II) (0.03 mmol, 11.1 mg) was stirred for 2 hours at room temperature. After the reaction mixture was cooled to 0° C., the THF solution (1 ml) of 5′-O-[bis(4-methoxyphenyl)phenylmethyl]uridine (0.3 mmol, 164 mg) and the THF solution of phenyl isocyanate (0.3 mmol, 35.7 mg) were added thereto. After the mixture was continuously stirred at 0° C. overnight, the mixture was analy... Starting materials: ClC1=NN2C(C(=N1)N(CC1=CC=C(C=C1)OC)CC)=NC=C2C#N (2-chloro-4-(ethyl(4-methoxybenzyl)amino)imidazo[2,1-f][1,2,4]triazine-7-carbonitrile), NC=1C=C(C#N)C=C(C1Cl)N1[C@@H]2CN([C@H](C1)C2)C (3-amino-4-chloro-5-((1S,4S)-5-methyl-2,5-diazabicyclo[2.2.1]heptan-2-yl)benzonitrile), P(=O)([O-])([O-])[O-].[K+].[K+].[K+] (Potassium phosphate). The reagents and catalysts are CC(=O)[O-].CC(=O)[O-].[Pd+2] (Pd(OAc)2), CC1(C2=C(C(=CC=C2)P(C3=CC=CC=C3)C4=CC=CC=C4)OC5=C(C=CC=C51)P(C6=CC=CC=C6)C7=CC=CC=C7)C (XANTPHOS). Conditions: temperature 80 celsius, time 5 hour. Yields the product ClC1=C(C=C(C=C1N1[C@@H]2CN([C@H](C1)C2)C)C#N)NC2=NN1C(C(=N2)NCC)=NC=C1C#N (2-((2-chloro-5-cyano-3-((1S,4S)-5-methyl-2,5-diazabicyclo[2.2.1]heptan-2-yl)phenyl)amino)-4-(ethylamino)imidazo[2,1-f][1,2,4]triazine-7-carbonitrile). Yield: 191.1%. Reaction SMILES: Cl[C:2]1[N:7]=[C:6]([N:8]([CH2:18][CH3:19])CC2C=CC(OC)=CC=2)[C:5]2=[N:20][CH:21]=[C:22]([C:23]#[N:24])[N:4]2[N:3]=1.[NH2:25][C:26]1[CH:27]=[C:28]([CH:31]=[C:32]([N:35]2[CH2:40][C@@H:39]3[CH2:41][C@H:36]2[CH2:37][N:38]3[CH3:42])[C:33]=1[Cl:34])[C:29]#[N:30].P([O-])([O-])([O-])=O.[K+].[K+].[K+]>CC([O-])=O.CC([O-])=O.[Pd+2].CC1(C)C2C(=C(P(C3C=CC=CC=3)C3C=CC=CC=3)C=CC=2)OC2C(P(C3C=CC=CC=3)C3C=CC=CC=3)=CC=CC1=2>[Cl:34][C:33]1[C:32]([N:35]2[CH2:40][C@@H:39]3[CH2:41][C@H:36]2[CH2:37][N:38]3[CH3:42])=[CH:31][C:28]([C:29]#[N:30])=[CH:27][C:26]=1[NH:25][C:2]1[N:7]=[C:6]([NH:8][CH2:18][CH3:19])[C:5]2=[N:20][CH:21]=[C:22]([C:23]#[N:24])[N:4]2[N:3]=1 |f:2.3.4.5,6.7.8|. Procedure details: A 5 ml microwave vial was loaded with 2-chloro-4-(ethyl(4-methoxybenzyl)amino)imidazo[2,1-f][1,2,4]triazine-7-carbonitrile (71.8 mg, 0.209 mmol), 3-amino-4-chloro-5-((1S,4S)-5-methyl-2,5-diazabicyclo[2.2.1]heptan-2-yl)benzonitrile (50 mg, 0.190 mmol), Pd(OAc)2 (6.41 mg, 0.029 mmol), XANTPHOS (17.62 mg, 0.030 mmol) and Potassium phosphate (145 mg, 0.685 mmol). The vial was evacuated and back-filled with nitrogen 4 times. Toluene (2 ml) was added and the flask was again evacuated and back-filled w... Reactants: B (borane), OO (hydrogen peroxide), C(C1=CC=CC=C1)(=O)OC1C(C2CCC=3C4=CC[C@H]([C@@H](CCCC(C)C)C)[C@]4(CCC3[C@]2(CC1)C)C)(C)C (3-benzoyloxy-4,4-dimethylcholesta-8,14-diene), [OH-].[Na+] (sodium hydroxide). The solvent is C1CCOC1 (THF), O (water), C(C)OCC (diethyl ether), C1CCOC1 (THF). Run at time 8 hour. Product: C(C1=CC=CC=C1)(=O)OC1C(C2CCC=3[C@@H]4C(C[C@H]([C@@H](CCCC(C)C)C)[C@]4(CCC3[C@]2(CC1)C)C)O)(C)C (3-benzoyloxy-4,4-dimethylcholest-8-en-15-ol). As a reaction SMILES: [C:1]([O:9][CH:10]1[CH2:34][CH2:33][C@@:32]2([CH3:35])[CH:12]([CH2:13][CH2:14][C:15]3[C:16]4[C@:28]([CH3:36])([CH2:29][CH2:30][C:31]=32)[C@@H:19]([C@H:20]([CH3:27])[CH2:21][CH2:22][CH2:23][CH:24]([CH3:26])[CH3:25])[CH2:18][CH:17]=4)[C:11]1([CH3:38])[CH3:37])(=[O:8])[C:2]1[CH:7]=[CH:6][CH:5]=[CH:4][CH:3]=1.B.[OH-:40].[Na+].OO>C1COCC1.C(OCC)C.O>[C:1]([O:9][CH:10]1[CH2:34][CH2:33][C@@:32]2([CH3:35])[CH:12]([CH2:13][CH2:14][C:15]3[C@H:16]4[C@:28]([CH3:36])([CH2:29][CH2:30][C:31]=32)[C@@H:19]([C@H:20]([CH3:27])[CH2:21][CH2:22][CH2:23][CH:24]([CH3:26])[CH3:25])[CH2:18][CH:17]4[OH:40])[C:11]1([CH3:38])[CH3:37])(=[O:8])[C:2]1[CH:7]=[CH:6][CH:5]=[CH:4][CH:3]=1 |f:2.3|. Procedure: 2.04 g of 3-benzoyloxy-4,4-dimethylcholesta-8,14-diene (Step A) was dissolved in 50 ml of THF, and 360 ml of 1M borane in THF was added dropwise at 0° C. The mixture was stirred at ambient temperature overnight, cooled to 0° C., and 140 ml of water was added dropwise, followed by 360 ml of 10% sodium hydroxide and 378 ml of 30% hydrogen peroxide. After stirring for 90 mutes, 100 ml of diethyl ether was added to the mixture and the aqueous phase extracted twice with diethyl ether. The combined or... The reactants are CCN=C=NCCCN(C)C, Cc1ncn(-c2cccc(N)c2)c1C, CN(C)c1ccncc1, ClCCl, Cl, O=C(O)c1cccc(-c2cccs2)c1. Product: Cc1ncn(-c2cccc(NC(=O)c3cccc(-c4cccs4)c3)c2)c1C. RXN SMILES: [CH2:30]([N:31]=[C:32]=[N:33][CH2:34][CH2:35][CH2:36][N:37]([CH3:38])[CH3:39])[CH3:40].[CH3:15][c:16]1[n:17][cH:18][n:19](-[c:22]2[cH:23][c:24]([NH2:25])[cH:26][cH:27][cH:28]2)[c:20]1[CH3:21].[CH3:44][N:45]([CH3:46])[c:47]1[cH:48][cH:49][n:50][cH:51][cH:52]1.[Cl:41][CH2:42][Cl:43].[ClH:29].[s:1]1[c:2](-[c:6]2[cH:7][c:8]([C:9](=[O:10])[OH:11])[cH:12][cH:13][cH:14]2)[cH:3][cH:4][cH:5]1>>[s:1]1[c:2](-[c:6]2[cH:7][c:8]([C:9](=[O:11])[NH:25][c:24]3[cH:23][c:22](-[n:19]4[cH:18][n:17][c:16]([CH3:15])[c:20]4[CH3:21])[cH:28][cH:27][cH:26]3)[cH:12][cH:13][cH:14]2)[cH:3][cH:4][cH:5]1.